The task is: describe an organic reaction: reactants, conditions, products, and yield. This data is from the Open Reaction Database (ORD), a public repository of structured organic reaction records. The reactants are CCOC(=O)C1(C)CCN(C(=O)OC(C)(C)C)CC1, C1CCOC1, CC(=O)O, CC(C)[N-]C(C)C, ClCI, [Li+]. The product is CC(C)(C)OC(=O)N1CCC(C)(C(=O)CCl)CC1. RXN SMILES: [C:9](=[O:10])([O:11][C:12]([CH3:13])([CH3:14])[CH3:15])[N:16]1[CH2:17][CH2:18][C:19]([C:22]([O:24][CH2:23][CH3:25])=[O:26])([CH3:27])[CH2:20][CH2:21]1.[CH2:35]1[O:36][CH2:37][CH2:38][CH2:39]1.[CH3:31][C:32](=[O:33])[OH:34].[CH:1]([N-:2][CH:3]([CH3:4])[CH3:5])([CH3:6])[CH3:7].[Cl:28][CH2:29][I:30].[Li+:8]>>[C:9](=[O:10])([O:11][C:12]([CH3:13])([CH3:14])[CH3:15])[N:16]1[CH2:17][CH2:18][C:19]([C:22](=[O:24])[CH2:29][Cl:28])([CH3:27])[CH2:20][CH2:21]1. Reactants: C(C)OC(=O)C1(CC=2C(=C(SC2C)C)C1)NC(C1=C(C(=CC=C1)C)OC(C)C)=O (5-(2-Isopropoxy-3-methyl-benzoylamino)-1,3-dimethyl-5,6-dihydro-4H-cyclopenta[c]thiophene-5-carboxylic acid ethyl ester), [OH-].[K+] (KOH), O (water). The solvent is CCO (EtOH). Conditions: time 8 hour. The product is C(C)(C)OC1=C(C(=O)NC2(CC=3C(=C(SC3C)C)C2)C(=O)O)C=CC=C1C (5-(2-Isopropoxy-3-methyl-benzoylamino)-1,3-dimethyl-5,6-dihydro-4H-cyclopenta[c]thiophene-5-carboxylic acid). Yield: 86.0%. Reaction SMILES: C([O:3][C:4]([C:6]1([NH:16][C:17](=[O:29])[C:18]2[CH:23]=[CH:22][CH:21]=[C:20]([CH3:24])[C:19]=2[O:25][CH:26]([CH3:28])[CH3:27])[CH2:15][C:9]2=[C:10]([CH3:14])[S:11][C:12]([CH3:13])=[C:8]2[CH2:7]1)=[O:5])C.[OH-].[K+].O>CCO>[CH:26]([O:25][C:19]1[C:20]([CH3:24])=[CH:21][CH:22]=[CH:23][C:18]=1[C:17]([NH:16][C:6]1([C:4]([OH:5])=[O:3])[CH2:7][C:8]2=[C:12]([CH3:13])[S:11][C:10]([CH3:14])=[C:9]2[CH2:15]1)=[O:29])([CH3:28])[CH3:27] |f:1.2|. Reported procedure: The mixture of 5-(2-isopropoxy-3-methyl-benzoylamino)-1,3-dimethyl-5,6-dihydro-4H-cyclopenta[c]thiophene-5-carboxylic acid ethyl ester (88) (448 mg, 1.08 mmol) and KOH (1 g, 18 mmol) is dissolved in EtOH (8 mL) and water (1 mL) under a water bath. The water bath is removed when KOH is completely dissolved and the resulting reaction solution is stirred at RT for 8 h. After concentration in vacuo, the residue is dissolved in water (20 mL) and acidified with conc. HCl until no more precipitate form... Starting materials: ClCCCOC=1C=CC2=C(N(C=N2)C=2SC(=C(N2)C2=CC(=CC=C2)Cl)C(=O)N)C1 (2-[6-(3-chloro-propoxy)-benzoimidazol-1-yl]-4-(3-chloro-phenyl)-thiazole-5-carboxylic acid amide), C([O-])([O-])=O.[K+].[K+] (potassium carbonate), N1CCCC1 (pyrrolidine). The reagents and catalysts are [I-].[K+] (potassium iodide). The solvent is CN(C=O)C (dimethylformamide). Conditions: time 6 hour. Yields the product ClC=1C=C(C=CC1)C=1N=C(SC1C(=O)N)N1C=NC2=C1C=C(C=C2)OCCCN2CCCC2 (4-(3-chloro-phenyl)-2-[6-(3-pyrrolidin-1-yl-propoxy)-benzoimidazol-1-yl]-thiazole-5-carboxylic acid amide). Isolated yield 74.7%. Reaction SMILES: Cl[CH2:2][CH2:3][CH2:4][O:5][C:6]1[CH:7]=[CH:8][C:9]2[N:13]=[CH:12][N:11]([C:14]3[S:15][C:16]([C:26]([NH2:28])=[O:27])=[C:17]([C:19]4[CH:24]=[CH:23][CH:22]=[C:21]([Cl:25])[CH:20]=4)[N:18]=3)[C:10]=2[CH:29]=1.C(=O)([O-])[O-].[K+].[K+].[NH:36]1[CH2:40][CH2:39][CH2:38][CH2:37]1>[I-].[K+].CN(C)C=O>[Cl:25][C:21]1[CH:20]=[C:19]([C:17]2[N:18]=[C:14]([N:11]3[C:10]4[CH:29]=[C:6]([O:5][CH2:4][CH2:3][CH2:2][N:36]5[CH2:40][CH2:39][CH2:38][CH2:37]5)[CH:7]=[CH:8][C:9]=4[N:13]=[CH:12]3)[S:15][C:16]=2[C:26]([NH2:28])=[O:27])[CH:24]=[CH:23][CH:22]=1 |f:1.2.3,5.6|. Procedure: A mixture of 0.043 g (0.1 mmole) of 2-[6-(3-chloro-propoxy)-benzoimidazol-1-yl]-4-(3-chloro-phenyl)-thiazole-5-carboxylic acid amide (I.34a), 1 mL of dimethylformamide, 0.069 g (0.5 mmole) of potassium carbonate, 0.001 g of potassium iodide and 0.025 mL (0.3 mmole) of pyrrolidine was stirred at 100 degrees for 6 hours. The mixture was concentrated under reduced pressure, and diluted with 20 mL of water. The precipitate was collected by filtration and the solid triturated with diethyl ether to gi... Reactants: Fc1ccc(Br)cc1, CN1C2CCC1CC(=O)C2, [Li]CCCC, CCCCCC, Cl. Yields the product CN1C2CCC1CC(O)(c1ccc(F)cc1)C2. Reaction SMILES: [Br:6][c:7]1[cH:8][cH:9][c:10]([F:13])[cH:11][cH:12]1.[CH3:14][N:15]1[CH:16]2[CH2:17][C:18](=[O:23])[CH2:19][CH:20]1[CH2:21][CH2:22]2.[CH3:1][CH2:2][CH2:3][CH2:4][Li:5].[CH3:25][CH2:26][CH2:27][CH2:28][CH2:29][CH3:30].[ClH:24]>>[c:7]1([C:18]2([OH:23])[CH2:17][CH:16]3[N:15]([CH3:14])[CH:20]([CH2:19]2)[CH2:21][CH2:22]3)[cH:8][cH:9][c:10]([F:13])[cH:11][cH:12]1. Reactants: C(C=C)N(C(OCC1=CC=CC=C1)=O)C/C=N/O (benzyl N-allyl-N-[(2E)-2-hydroxyiminoethyl]carbamate), Cl[O-].[Na+] (sodium hypochlorite), resultant mixture. The solvent is ClCCl (dichloromethane). The product is N=1OCC2C1CN(C2)C(=O)OCC2=CC=CC=C2 (Benzyl 3,3a,4,6-tetrahydropyrrolo[3,4-c]isoxazole-5-carboxylate). Isolated yield 75.7%. RXN SMILES: [CH2:1]([N:4]([CH2:15]/[CH:16]=[N:17]/[OH:18])[C:5](=[O:14])[O:6][CH2:7][C:8]1[CH:13]=[CH:12][CH:11]=[CH:10][CH:9]=1)[CH:2]=[CH2:3].Cl[O-].[Na+]>ClCCl>[N:17]1[O:18][CH2:3][CH:2]2[CH2:1][N:4]([C:5]([O:6][CH2:7][C:8]3[CH:13]=[CH:12][CH:11]=[CH:10][CH:9]=3)=[O:14])[CH2:15][C:16]=12 |f:1.2|. Procedure details: A solution of benzyl N-allyl-N-[(2E)-2-hydroxyiminoethyl]carbamate (24 g, 96.6 mmol) in dichloromethane (338 mL) is treated drop wise over 10 minutes with a 5% w/w aqueous solution of sodium hypochlorite (106.08 mmol, 143.06 mL). The resultant mixture is stirred at room temperature overnight. The reaction is quenched with a 40% aqueous solution of sodium bisulfite (7 g). The organic layer is separated, dried over magnesium sulfate, and concentrated under vacuum. The crude product is purified ove... Reactants: COCOCc1nc(-c2ccccc2)oc1C=O, Cl, C1CCOC1, O. Yields the product O=Cc1oc(-c2ccccc2)nc1CO. As a reaction SMILES: [CH3:1][O:2][CH2:3][O:4][CH2:5][c:6]1[n:7][c:8](-[c:13]2[cH:14][cH:15][cH:16][cH:17][cH:18]2)[o:9][c:10]1[CH:11]=[O:12].[ClH:19].[O:20]1[CH2:21][CH2:22][CH2:23][CH2:24]1.[OH2:25]>>[OH:4][CH2:5][c:6]1[n:7][c:8](-[c:13]2[cH:14][cH:15][cH:16][cH:17][cH:18]2)[o:9][c:10]1[CH:11]=[O:12].